Dataset: the Open Reaction Database (ORD), a public repository of structured organic reaction records. Task: describe an organic reaction: reactants, conditions, products, and yield Starting materials: C([O-])([O-])=O.[K+].[K+] (potassium carbonate), CC1=CC=C(C=C1)C1=NC=CC2=C(C=CC=C12)CO (1-(4-Methylphenyl)-5-hydroxymethylisoquinoline), O (water), P(Cl)(Cl)(Cl)(Cl)Cl (phosphorus pentachloride). Solvent: C(Cl)(Cl)Cl (chloroform). Run at time 1 hour. Yields the product CC1=CC=C(C=C1)C1=NC=CC2=C(C=CC=C12)CCl (1-(4-methylphenyl)-5-chloromethylisoquinoline). The yield is 106.8%. RXN SMILES: [CH3:1][C:2]1[CH:7]=[CH:6][C:5]([C:8]2[C:17]3[C:12](=[C:13]([CH2:18]O)[CH:14]=[CH:15][CH:16]=3)[CH:11]=[CH:10][N:9]=2)=[CH:4][CH:3]=1.P(Cl)(Cl)(Cl)(Cl)[Cl:21].O.C(=O)([O-])[O-].[K+].[K+]>C(Cl)(Cl)Cl>[CH3:1][C:2]1[CH:7]=[CH:6][C:5]([C:8]2[C:17]3[C:12](=[C:13]([CH2:18][Cl:21])[CH:14]=[CH:15][CH:16]=3)[CH:11]=[CH:10][N:9]=2)=[CH:4][CH:3]=1 |f:3.4.5|. Procedure details: 1-(4-Methylphenyl)-5-hydroxymethylisoquinoline (7.5 g) was dissolved in 80 ml of chloroform, and 12.5 g of phosphorus pentachloride was added under ice cooling. The mixture was stirred at room temperature for 1 hour, and 100 ml of water was added. The mixture was stirred for 30 minutes, and neutralized with potassium carbonate. The chloroform layer was washed in water, and dried. The solvent was distilled off, and the residue was recrystallized from methanol to afford 8.6 g of 1-(4-methylphenyl)...